This data is from the Open Reaction Database (ORD), a public repository of structured organic reaction records. The task is: describe an organic reaction: reactants, conditions, products, and yield Starting materials: CCOC(=O)C(=O)OCC, CC[O-], CCO, CC(=O)CCC1C(C)CCCC1(C)C, [H-], [Na+], [Na+]. Yields the product CCOC(=O)C(=O)CC(=O)CCC1C(C)CCCC1(C)C. As a reaction SMILES: [CH2:17]([CH3:18])[O:19][C:20]([C:21](=[O:22])[O:23][CH2:24][CH3:25])=[O:26].[CH3:27][CH2:28][O-:29].[CH3:31][CH2:32][OH:33].[CH3:3][C:4]1([CH3:16])[CH:5]([CH2:11][CH2:12][C:13]([CH3:14])=[O:15])[CH:6]([CH3:10])[CH2:7][CH2:8][CH2:9]1.[H-:1].[Na+:2].[Na+:30]>>[CH3:3][C:4]1([CH3:16])[CH:5]([CH2:11][CH2:12][C:13]([CH2:14][C:21]([C:20]([O:19][CH2:17][CH3:18])=[O:26])=[O:22])=[O:15])[CH:6]([CH3:10])[CH2:7][CH2:8][CH2:9]1. The reactants are C(C)OC(COC1=C(C=C(C=C1)SC1=C(C=C(C=C1)COC1=CC=C(C=C1)C(F)(F)F)Cl)C)=O (4-[[2-Chloro-4-[(4-trifluoromethylphenoxy)methyl]phenyl]sulfanyl]-2-methylphenoxy-acetic acid ethyl ester), C(C)OC(COC1=C(C=C(C(=C1)C)SC1=C(C=C(C=C1)CO)Cl)C)=O ([4-(2-Chloro-4-hydroxymethyl-phenylsulfanyl)-2,5-dimethyl-phenoxy]-acetic acid ethyl ester). Product: C(C)OC(COC1=C(C=C(C(=C1)C)SC1=C(C=C(C=C1)COC1=CC=C(C=C1)C(F)(F)F)Cl)C)=O ({4-[2-Chloro-4-(4-trifluoromethyl-phenoxymethyl)-phenylsulfanyl]-2,5-dimethyl-phenoxy}-acetic acid ethyl ester). Reaction SMILES: [CH2:1]([O:3][C:4](=[O:34])[CH2:5][O:6][C:7]1[CH:12]=[CH:11][C:10]([S:13][C:14]2[CH:19]=[CH:18][C:17]([CH2:20][O:21][C:22]3[CH:27]=[CH:26][C:25]([C:28]([F:31])([F:30])[F:29])=[CH:24][CH:23]=3)=[CH:16][C:15]=2[Cl:32])=[CH:9][C:8]=1[CH3:33])[CH3:2].[CH2:35](OC(=O)COC1C=C(C)C(SC2C=CC(CO)=CC=2Cl)=CC=1C)C>>[CH2:1]([O:3][C:4](=[O:34])[CH2:5][O:6][C:7]1[CH:12]=[C:11]([CH3:35])[C:10]([S:13][C:14]2[CH:19]=[CH:18][C:17]([CH2:20][O:21][C:22]3[CH:27]=[CH:26][C:25]([C:28]([F:29])([F:30])[F:31])=[CH:24][CH:23]=3)=[CH:16][C:15]=2[Cl:32])=[CH:9][C:8]=1[CH3:33])[CH3:2]. Procedure details: The title compound was prepared according to the method described for preparing compound 10.6, using compound 24.2 as the starting material. 1H NMR (400 MHz) (CDCl3) δ 7.54 (2H, d, J=8.8 Hz); 7.42 (1H, d, J=1.6 Hz); 7.34 (1H, s); 7.06 (1H, dd, J=1.8, 8.2 Hz); 6.99 (2H, d, J=8.7 Hz); 6.67 (1H, s); 6.51 (1H, d, J=8.2 Hz); 4.99 (2H, s); 4.68 (2H, s); 4.30 (2H, q, J=7.1 Hz); 2.31 (3H, s); 2.25 (3H, s); 1.32 (3H, t, J=7.2 Hz).